This data is from the Open Reaction Database (ORD), a public repository of structured organic reaction records. The task is: describe an organic reaction: reactants, conditions, products, and yield Reactants: C(=O)O (formic acid), C(C1=CC=CC=C1)=NN(C(=O)NC1=CC=C(C=C1)OCCN(C)C)C1=CC=C(C=C1)OC1=CC=CC=C1 (1-benzylidene-2-(4-phenoxyphenyl)-4-[4-(2-dimethylamino-ethoxy)phenyl]semicarbazide). Reagents/catalysts: [OH-].[Pd+2].[OH-] (Palladium(II) hydroxide). The solvent is O1CCCC1.C(C)O (tetrahydrofuran ethanol). The product is C(=O)NN(C(=O)NC1=CC=C(C=C1)OCCN(C)C)C1=CC=C(C=C1)OC1=CC=CC=C1 (1-Formyl-2-(4-phenoxyphenyl)-4-[4-(2-dimethylaminoethoxy)phenyl]semicarbazide). RXN SMILES: C(O)=[O:2].[CH:4](=[N:11][N:12]([C:28]1[CH:33]=[CH:32][C:31]([O:34][C:35]2[CH:40]=[CH:39][CH:38]=[CH:37][CH:36]=2)=[CH:30][CH:29]=1)[C:13]([NH:15][C:16]1[CH:21]=[CH:20][C:19]([O:22][CH2:23][CH2:24][N:25]([CH3:27])[CH3:26])=[CH:18][CH:17]=1)=[O:14])C1C=CC=CC=1>O1CCCC1.C(O)C.[OH-].[Pd+2].[OH-]>[CH:4]([NH:11][N:12]([C:28]1[CH:33]=[CH:32][C:31]([O:34][C:35]2[CH:40]=[CH:39][CH:38]=[CH:37][CH:36]=2)=[CH:30][CH:29]=1)[C:13]([NH:15][C:16]1[CH:17]=[CH:18][C:19]([O:22][CH2:23][CH2:24][N:25]([CH3:27])[CH3:26])=[CH:20][CH:21]=1)=[O:14])=[O:2] |f:2.3,4.5.6|. Procedure details: Palladium(II) hydroxide (60 mg) and formic acid (4.6 g) were added to a solution of 1-benzylidene-2-(4-phenoxyphenyl)-4-[4-(2-dimethylamino-ethoxy)phenyl]semicarbazide (600 mg) in tetrahydrofuran/ethanol (1:1, 30 mL). The mixture was heated under reflux for five hours and then filtered. The filtrate was concentrated and the residue was purified by HPLC. The product with the molecular weight of 434.50 (C24H26N4O4); MS (ESI): 435 ([M+H]+), was obtained in this way. The reactants are COc1ccc(C(=O)O)cc1[N+](=O)[O-], O=S(Cl)Cl. The product is COc1ccc(C(=O)Cl)cc1[N+](=O)[O-]. RXN SMILES: [CH3:1][O:2][c:3]1[c:4]([N+:12](=[O:13])[O-:14])[cH:5][c:6]([C:7](=[O:8])[OH:9])[cH:10][cH:11]1.[S:15]([Cl:16])([Cl:17])=[O:18]>>[CH3:1][O:2][c:3]1[c:4]([N+:12](=[O:13])[O-:14])[cH:5][c:6]([C:7](=[O:8])[Cl:17])[cH:10][cH:11]1. The reactants are CCO, CCOC(=O)C1CC1COc1cc(CCCOC)cc(CN(C(=O)C2CN(C(=O)OC(C)(C)C)CCC2c2ccc(OCCOc3c(Cl)cc(C)cc3Cl)cc2)C2CC2)c1, [Na+], [OH-]. Product: COCCCc1cc(CN(C(=O)C2CN(C(=O)OC(C)(C)C)CCC2c2ccc(OCCOc3c(Cl)cc(C)cc3Cl)cc2)C2CC2)cc(OCC2CC2C(=O)O)c1. Reaction SMILES: [CH3:63][CH2:64][OH:65].[CH:1]1([N:4]([C:5](=[O:6])[CH:7]2[CH2:8][N:9]([C:32](=[O:33])[O:34][C:35]([CH3:36])([CH3:37])[CH3:38])[CH2:10][CH2:11][CH:12]2[c:13]2[cH:14][cH:15][c:16]([O:19][CH2:20][CH2:21][O:22][c:23]3[c:24]([Cl:31])[cH:25][c:26]([CH3:30])[cH:27][c:28]3[Cl:29])[cH:17][cH:18]2)[CH2:39][c:40]2[cH:41][c:42]([O:51][CH2:52][CH:53]3[CH:54]([C:56](=[O:57])[O:58][CH2:59][CH3:60])[CH2:55]3)[cH:43][c:44]([CH2:46][CH2:47][CH2:48][O:49][CH3:50])[cH:45]2)[CH2:2][CH2:3]1.[Na+:62].[OH-:61]>>[CH:1]1([N:4]([C:5](=[O:6])[CH:7]2[CH2:8][N:9]([C:32](=[O:33])[O:34][C:35]([CH3:36])([CH3:37])[CH3:38])[CH2:10][CH2:11][CH:12]2[c:13]2[cH:14][cH:15][c:16]([O:19][CH2:20][CH2:21][O:22][c:23]3[c:24]([Cl:31])[cH:25][c:26]([CH3:30])[cH:27][c:28]3[Cl:29])[cH:17][cH:18]2)[CH2:39][c:40]2[cH:41][c:42]([O:51][CH2:52][CH:53]3[CH:54]([C:56](=[O:57])[OH:58])[CH2:55]3)[cH:43][c:44]([CH2:46][CH2:47][CH2:48][O:49][CH3:50])[cH:45]2)[CH2:2][CH2:3]1. The reactants are C(C)OC(C(C)(C)OC1=CC2=C(OCC3=C(C2=CCCN2CC(C(CC2)(O)C2=CC=C(C=C2)Cl)(C)C)C=CC=N3)C=C1)=O (2-(5-{3-[4-(4-Chloro-phenyl)-4-hydroxy-3,3-dimethyl-piperidin-1-yl]-propylidene}-5,11-dihydro-10-oxa-1-aza-dibenzo[a,d]cyclohepten-7-yloxy)-2-methyl-propionic acid ethyl ester), [OH-].[Na+] (sodium hydroxide), [OH-].[Na+] (sodium hydroxide). The solvent is CO (methanol). Conditions: time 1 hour. Product: ClC1=CC=C(C=C1)C1(C(CN(CC1)CCC=C1C2=C(OCC3=C1C=CC=N3)C=CC(=C2)OC(C(=O)O)(C)C)(C)C)O (2-(5-{3-[4-(4-Chloro-phenyl)-4-hydroxy-3,3-dimethyl-piperidin-1-yl]-propylidene}-5,11-dihydro-10-oxa-1-aza-dibenzo[a,d]cyclohepten-7-yloxy)-2-methyl-propionic acid). RXN SMILES: C([O:3][C:4](=[O:43])[C:5]([O:8][C:9]1[CH:42]=[CH:41][C:12]2[O:13][CH2:14][C:15]3[N:40]=[CH:39][CH:38]=[CH:37][C:16]=3[C:17](=[CH:18][CH2:19][CH2:20][N:21]3[CH2:26][CH2:25][C:24]([C:28]4[CH:33]=[CH:32][C:31]([Cl:34])=[CH:30][CH:29]=4)([OH:27])[C:23]([CH3:36])([CH3:35])[CH2:22]3)[C:11]=2[CH:10]=1)([CH3:7])[CH3:6])C.[OH-].[Na+]>CO>[Cl:34][C:31]1[CH:32]=[CH:33][C:28]([C:24]2([OH:27])[CH2:25][CH2:26][N:21]([CH2:20][CH2:19][CH:18]=[C:17]3[C:16]4[CH:37]=[CH:38][CH:39]=[N:40][C:15]=4[CH2:14][O:13][C:12]4[CH:41]=[CH:42][C:9]([O:8][C:5]([CH3:6])([CH3:7])[C:4]([OH:43])=[O:3])=[CH:10][C:11]3=4)[CH2:22][C:23]2([CH3:36])[CH3:35])=[CH:29][CH:30]=1 |f:1.2|. Reported procedure: To a solution of 2-(5-{3-[4-(4-Chloro-phenyl)-4-hydroxy-3,3-dimethyl-piperidin-1-yl]-propylidene}-5,11-dihydro-10-oxa-1-aza-dibenzo[a,d]cyclohepten-7-yloxy)-2-methyl-propionic acid ethyl ester (158 mg, 0.261 mmol) in methanol (3 mL) was added sodium hydroxide (1 N in water, 1 mL). Following a slight exotherm, the mixture clarified. An additional aliquot of sodium hydroxide (1 N, 1 mL) was added after 1 h and the mixture was allowed to stir an additional 1 h at rt. The solvents were evaporated un... The reactants are C(C)(C)=NN1C(=NC=2C=NC=3C=CC=CC3C21)CCC (N-isopropylidene-(2-propyl-1H-imidazo[4,5-c]quinolin-1-yl)amine), [BH4-].[Na+] (sodium borohydride). Solvent: CO (methanol). The product is C(C)(C)NN1C(=NC=2C=NC=3C=CC=CC3C21)CCC (N-isopropyl-(2-propyl-1H-imidazo[4,5-c]quinolin-1-yl)amine). The yield is 57.4%. RXN SMILES: [C:1](=[N:4][N:5]1[C:17]2[C:16]3[CH:15]=[CH:14][CH:13]=[CH:12][C:11]=3[N:10]=[CH:9][C:8]=2[N:7]=[C:6]1[CH2:18][CH2:19][CH3:20])([CH3:3])[CH3:2].[BH4-].[Na+]>CO>[CH:1]([NH:4][N:5]1[C:17]2[C:16]3[CH:15]=[CH:14][CH:13]=[CH:12][C:11]=3[N:10]=[CH:9][C:8]=2[N:7]=[C:6]1[CH2:18][CH2:19][CH3:20])([CH3:3])[CH3:2] |f:1.2|. Reported procedure: A solution of N-isopropylidene-(2-propyl-1H-imidazo[4,5-c]quinolin-1-yl)amine (4.30 g, 16.1 mmol) in 100 mL of methanol was cooled in an ice water bath. The solution was treated with sodium borohydride (3.05 g, 80.7 mmol) over 5 min. The reaction mixture was allowed to warm to ambient temperature. After 2.5, the reaction was quenched by addition of 15 mL of saturated NH4Cl solution. The mixture was concentrated under reduced pressure to yield a light brown solid. The solid was partitioned betwee... Reactants: C#CCC1CCN(C(=O)Oc2ccc(F)cc2)CC1, Nc1nc(I)nc2c1ncn2C1OC(CO)C(O)C1O. Yields the product Nc1nc(C#CCC2CCN(C(=O)Oc3ccc(F)cc3)CC2)nc2c1ncn2C1OC(CO)C(O)C1O. RXN SMILES: [CH2:1]([C:2]#[CH:3])[CH:4]1[CH2:5][CH2:6][N:7]([C:10](=[O:11])[O:12][c:13]2[cH:14][cH:15][c:16]([F:19])[cH:17][cH:18]2)[CH2:8][CH2:9]1.[I:20][c:21]1[n:22][c:23]([NH2:39])[c:24]2[n:25][cH:26][n:27]([CH:28]3[CH:29]([OH:30])[CH:31]([OH:32])[CH:33]([CH2:34][OH:35])[O:36]3)[c:37]2[n:38]1>>[CH2:1]([C:2]#[C:3][c:21]1[n:22][c:23]([NH2:39])[c:24]2[n:25][cH:26][n:27]([CH:28]3[CH:29]([OH:30])[CH:31]([OH:32])[CH:33]([CH2:34][OH:35])[O:36]3)[c:37]2[n:38]1)[CH:4]1[CH2:5][CH2:6][N:7]([C:10](=[O:11])[O:12][c:13]2[cH:14][cH:15][c:16]([F:19])[cH:17][cH:18]2)[CH2:8][CH2:9]1.